This data is from the Open Reaction Database (ORD), a public repository of structured organic reaction records. The task is: describe an organic reaction: reactants, conditions, products, and yield Reactants: [OH-].[Na+] (sodium hydroxide), S1C2=C(C=C1)C=C(C=C2)C=O (benzo[b]thiophene-5-carboxaldehyde), CC(=O)C (acetone). Run in O (water), O (water). Product: S1C2=C(C=C1)C=C(C=C2)C=CC(C)=O (1-(benzo[b]thien-5-yl)but-1-en-3-one). Reaction SMILES: [OH-].[Na+].[S:3]1[CH:7]=[CH:6][C:5]2[CH:8]=[C:9]([CH:12]=O)[CH:10]=[CH:11][C:4]1=2.[CH3:14][C:15]([CH3:17])=[O:16]>O>[S:3]1[CH:7]=[CH:6][C:5]2[CH:8]=[C:9]([CH:12]=[CH:14][C:15](=[O:16])[CH3:17])[CH:10]=[CH:11][C:4]1=2 |f:0.1|. Procedure: An aqueous solution of 10% sodium hydroxide (1 ml) was added dropwise to a solution of benzo[b]thiophene-5-carboxaldehyde (7.0 g) in acetone (15 ml) and water (5 ml), the temperature of the reaction mixture being maintained below 30° C. during the addition. On completion of the reaction (ca 3 hrs) the mixture was poured into water. The dried (MgSO4) dichloromethane extract was evaporated to give 1-(benzo[b]thien-5-yl)but-1-en-3-one as a yellow solid, mp 75° C. Reactants: B(Br)(Br)Br (boron tribromide), solution, COC1=CC(=C(C=C1C)CC#N)C ((4-methoxy-2,5-dimethylphenyl)acetonitrile). Solvent: ClCCl (dichloromethane), ClCCl (dichloromethane). Reaction conditions: temperature -80 celsius, time 30 minute. Product: OC1=CC(=C(C=C1C)CC#N)C ((4-Hydroxy-2,5-dimethylphenyl)acetonitrile). The yield is 59.9%. RXN SMILES: C[O:2][C:3]1[C:8]([CH3:9])=[CH:7][C:6]([CH2:10][C:11]#[N:12])=[C:5]([CH3:13])[CH:4]=1.B(Br)(Br)Br>ClCCl>[OH:2][C:3]1[C:8]([CH3:9])=[CH:7][C:6]([CH2:10][C:11]#[N:12])=[C:5]([CH3:13])[CH:4]=1. Procedure details: A solution of (4-methoxy-2,5-dimethylphenyl)acetonitrile (0.5 g, 2.9 mmol) in dichloromethane (10 ml) was cooled to −80° C. and treated with a solution of boron tribromide in dichloromethane (14.3 ml of a 1M solution, 14.3 mmol). The reaction mixture was stirred at −80° C. for a further 30 minutes and then gradually allowed to warm to room temperature over a period of 2 hours. The reaction mixture was quenched with saturated aqueous sodium bicarbonate (20 ml) and the organic phase separated. The... Starting materials: N1=CC=C(C=C1)C=O (pyridine-4-carboxaldehyde), C(C)N (ethyl amine), O (water), [BH4-].[Na+] (sodium borohydride), C(C)O (Ethanol). The solvent is C1CCCCC1 (Cyclohexane). Reaction conditions: time 20 minute. The product is C(C)N1CC=C(C=C1)CN (N-ethyl-4-aminomethylpyridine). As a reaction SMILES: [N:1]1[CH:6]=[CH:5][C:4]([CH:7]=O)=[CH:3][CH:2]=1.C([NH2:11])C.O.[BH4-].[Na+].[CH2:15](O)[CH3:16]>C1CCCCC1>[CH2:15]([N:1]1[CH:6]=[CH:5][C:4]([CH2:7][NH2:11])=[CH:3][CH2:2]1)[CH3:16] |f:3.4|. Reported procedure: A mixture of pyridine-4-carboxaldehyde (26.78 g, 0.25 mole) and ethyl amine (32.2 g of a 70% water solution, 0.5 mole) were stirred for 20 min. Cyclohexane (250 ml) was added and the mixture was refluxed for 3 hrs under a Dean-Stark trap. The mixture was then concentrated in vacuo. Ethanol (250 ml) and sodium borohydride (thirteen 0.4 g tablets, 0.13 mole) were then added to the residue and mixture was stirred for 18 hrs. The mixture was concentrated in vacuo and the residue was dissolved in met...